This data is from the Open Reaction Database (ORD), a public repository of structured organic reaction records. The task is: describe an organic reaction: reactants, conditions, products, and yield Reactants: CC1(N(CCC1)C(=O)OC(C)(C)C)C(NC1=CC=C(C=C1)C1=NC(=NC=C1)NC1=CC=C(C=C1)N1CCOCC1)=O (tert-Butyl 2-methyl-2-(4-(2-(4-morpholinophenylamino)pyrimidin-4-yl)phenyl-carbamoyl)pyrrolidine-1-carboxylate), Cl (hydrogen chloride), O1CCOCC1 (1,4-dioxane), Cl (hydrogen chloride), O1CCOCC1 (1,4-dioxane). The solvent is C(C)(=O)OCC (ethyl acetate), CO (methanol). Conditions: time 16 hour. The product is C[C@@]1(NCCC1)C(=O)NC1=CC=C(C=C1)C1=NC(=NC=C1)NC1=CC=C(C=C1)N1CCOCC1 (2-methyl-N-(4-{2-[(4-morpholin-4-ylphenyl)amino]pyrimidin-4-yl}phenyl)prolinamide), hydrochloride salt. The yield is 53.0%. RXN SMILES: [CH3:1][C:2]1([C:14](=[O:41])[NH:15][C:16]2[CH:21]=[CH:20][C:19]([C:22]3[CH:27]=[CH:26][N:25]=[C:24]([NH:28][C:29]4[CH:34]=[CH:33][C:32]([N:35]5[CH2:40][CH2:39][O:38][CH2:37][CH2:36]5)=[CH:31][CH:30]=4)[N:23]=3)=[CH:18][CH:17]=2)[CH2:6][CH2:5][CH2:4][N:3]1C(OC(C)(C)C)=O.Cl.O1CCOCC1>C(OCC)(=O)C.CO>[CH3:1][C@@:2]1([C:14]([NH:15][C:16]2[CH:17]=[CH:18][C:19]([C:22]3[CH:27]=[CH:26][N:25]=[C:24]([NH:28][C:29]4[CH:34]=[CH:33][C:32]([N:35]5[CH2:40][CH2:39][O:38][CH2:37][CH2:36]5)=[CH:31][CH:30]=4)[N:23]=3)=[CH:20][CH:21]=2)=[O:41])[CH2:6][CH2:5][CH2:4][NH:3]1. Reported procedure: tert-Butyl 2-methyl-2-(4-(2-(4-morpholinophenylamino)pyrimidin-4-yl)phenyl-carbamoyl)pyrrolidine-1-carboxylate (0.140 g, 0.250 mmoles), was dissolved in an ethyl acetate (5 ml) and methanol (1 ml) mixture. 4 M hydrogen chloride in 1,4-dioxane (0.625 ml, 2.5 mmoles, 10 equivalents, purchased from Sigma-Aldrich) was then added in a drop wise fashion over 5-10 minutes. Upon completion of addition, the reaction mixture was stirred at room temperature, and the progress of the reaction monitored by LC... Reactants: [Cl-].[Cl-].[CH-]1C=CC=C1.[CH-]1C=CC=C1.[Ti+2] (titanocenedichloride), ClC1=CC2=CN(N=C2C(=C1)C(=O)OCC1(CCN(CC1)C(=O)OC(C)(C)C)C1=CC=C(C=C1)F)COCC[Si](C)(C)C ((1-(tert-butoxycarbonyl)-4-(4-fluorophenyl)piperidin-4-yl)methyl 5-chloro-2-((2-(trimethylsilyl)ethoxy)methyl)-2H-indazole-7-carboxylate), C1(CCCCC1)N(C1CCCCC1)C (N-cyclohexyl-N-methylcyclohexanamine), C[Li] (methyllithium). Reaction SMILES: [Cl-].[Cl-].[CH-:3]1[CH:7]=[CH:6][CH:5]=[CH:4]1.[CH-:8]1[CH:12]=[CH:11][CH:10]=[CH:9]1.[Ti+2:13].C[Li].ClC1C=C(C(OCC2(C3C=CC(F)=CC=3)CCN(C(OC(C)(C)C)=O)CC2)=O)C2C(=CN(COCC[Si](C)(C)C)N=2)C=1.C1(N(C)C2CCCCC2)CCCCC1>C1(C)C=CC=CC=1>[CH-:3]1[CH:7]=[CH:6][CH:5]=[CH:4]1.[CH-:8]1[CH:12]=[CH:11][CH:10]=[CH:9]1.[Ti+2:13] |f:0.1.2.3.4,9.10.11|. The solvent is C1(=CC=CC=C1)C (toluene). The product is [CH-]1C=CC=C1.[CH-]1C=CC=C1.[Ti+2] (titanocene). Reported procedure: General Note: The reaction was run in such a way as to minimize exposure to light. Reactions were run under a layer of foil to block light and the lab lights were turned off while manipulating the reaction mixtures. To a suspension of titanocenedichloride (4.33 g, 17 mmol) in toluene (141 mL) at 0° C. was added methyllithium (1.6M in diethyl ether, 26.5 mL, 42.5 mmol) dropwise. The reaction was stirred at 0° C. for 1 h. The reaction was quenched by addition of 70 mL of a 6% ammonium chloride sol... Run at temperature 0 celsius, time 1 hour. Starting materials: C(C)(=O)OCC (ethyl acetate), C1(CC1)COC1=C(C(=O)O)C=C(C=C1)S(=O)(=O)C (2-cyclopropylmethoxy-5-methanesulfonyl-benzoic acid), Cl.N1(CCNCC1)C1=NSC2=C1C=CC=C2 (3-piperazin-1-yl-benzo[d]isothiazole hydrochloride). Solvent: C(C)#N (acetonitrile). The product is S1N=C(C2=C1C=CC=C2)N2CCN(CC2)C(=O)C2=C(C=CC(=C2)S(=O)(=O)C)OCC2CC2 ((4-Benzo[d]isothiazol-3-yl-piperazin-1-yl)-(2-cyclopropylmethoxy-5-methanesulfonyl-phenyl) -methanone). As a reaction SMILES: [CH:1]1([CH2:4][O:5][C:6]2[CH:14]=[CH:13][C:12]([S:15]([CH3:18])(=[O:17])=[O:16])=[CH:11][C:7]=2[C:8]([OH:10])=O)[CH2:3][CH2:2]1.Cl.[N:20]1([C:26]2[C:30]3[CH:31]=[CH:32][CH:33]=[CH:34][C:29]=3[S:28][N:27]=2)[CH2:25][CH2:24][NH:23][CH2:22][CH2:21]1.C(OCC)(=O)C>C(#N)C>[S:28]1[C:29]2[CH:34]=[CH:33][CH:32]=[CH:31][C:30]=2[C:26]([N:20]2[CH2:21][CH2:22][N:23]([C:8]([C:7]3[CH:11]=[C:12]([S:15]([CH3:18])(=[O:17])=[O:16])[CH:13]=[CH:14][C:6]=3[O:5][CH2:4][CH:1]3[CH2:2][CH2:3]3)=[O:10])[CH2:24][CH2:25]2)=[N:27]1 |f:1.2|. Reported procedure: Prepared in analogy to example 1.1 b) from 2-cyclopropylmethoxy-5-methanesulfonyl-benzoic acid (Example 2.6) and 3-piperazin-1-yl-benzo[d]isothiazole hydrochloride (CA=87691-88-1) in acetonitrile. Chromatography (SiO2; ethyl acetate) yields the title compound as a colorless solid. Reactants: C(CC)NCC1=CN=C(O1)C=1N=CN2C1[C@H]1N(C(C3=C2C=CS3)=O)CC1 ((S)-1-(5-propylaminomethyl-oxazol-2-yl)-11,11a-dihydro-8H,10H-azeto[1,2-a]imidazo[5,1-c]thieno[3,2-e][1,4]diazepin-8-one), Cl (hydrochloric acid). The solvent is C(C)O (ethanol). Conditions: time 0.5 hour. Product: Cl.C(CC)NCC1=CN=C(O1)C=1N=CN2C1[C@H]1N(C(C3=C2C=CS3)=O)CC1 ((S)-1-(5-propylaminomethyl-oxazol-2-yl)-11,11a-dihydro-8H,10H-azeto[1,2-a]imidazo[5,1-c]thieno[3,2-e][1,4]diazepin-8-one hydrochloride). The yield is 75.5%. As a reaction SMILES: [CH2:1]([NH:4][CH2:5][C:6]1[O:10][C:9]([C:11]2[N:12]=[CH:13][N:14]3[C:20]4[CH:21]=[CH:22][S:23][C:19]=4[C:18](=[O:24])[N:17]4[CH2:25][CH2:26][C@H:16]4[C:15]=23)=[N:8][CH:7]=1)[CH2:2][CH3:3].[ClH:27]>C(O)C>[ClH:27].[CH2:1]([NH:4][CH2:5][C:6]1[O:10][C:9]([C:11]2[N:12]=[CH:13][N:14]3[C:20]4[CH:21]=[CH:22][S:23][C:19]=4[C:18](=[O:24])[N:17]4[CH2:25][CH2:26][C@H:16]4[C:15]=23)=[N:8][CH:7]=1)[CH2:2][CH3:3] |f:3.4|. Procedure: 0.23 g (0.00062 mol) of (S)-1-(5-propylaminomethyl-oxazol-2-yl)-11,11a-dihydro-8H,10H-azeto[1,2-a]imidazo[5,1-c]thieno[3,2-e][1,4]diazepin-8-one in 15 ml of ethanol was treated with 0.18 ml (0.00065 mol) of 3.7N ethanolic hydrochloric acid. The yellow solution was concentrated to 5 ml and treated with 15 ml of ethyl acetate. After stirring at 0° for 1/2 hr. the suspension was suction filtered. There was obtained 0.19 g (76%) of (S)-1-(5-propylaminomethyl-oxazol-2-yl)-11,11a-dihydro-8H,10H-azeto[... The reactants are O=C1CC2(CCCC2)CC(=O)O1, Cl, NO, c1ccncc1. Yields the product O=C1CC2(CCCC2)CC(=O)N1O. Reaction SMILES: [CH2:1]1[CH2:2][CH2:3][CH2:4][C:5]12[CH2:6][C:7](=[O:12])[O:8][C:9](=[O:11])[CH2:10]2.[ClH:13].[NH2:14][OH:15].[cH:16]1[cH:17][cH:18][n:19][cH:20][cH:21]1>>[CH2:1]1[CH2:2][CH2:3][CH2:4][C:5]12[CH2:6][C:7](=[O:8])[N:14]([OH:15])[C:9](=[O:11])[CH2:10]2. Starting materials: C(C)OC(=O)C=1N=C(SC1)N (2-amino-thiazole-4-carboxylic acid ethyl ester), C[O-].[Na+] (sodium methoxide). Solvent: CO (methanol), hexanes. Yields the product COC(=O)C=1N=C(SC1)N (2-amino-thiazole-4-carboxylic acid methyl ester). Yield: 44.6%. Reaction SMILES: [CH2:1]([O:3][C:4]([C:6]1[N:7]=[C:8]([NH2:11])[S:9][CH:10]=1)=[O:5])C.C[O-].[Na+]>CO>[CH3:1][O:3][C:4]([C:6]1[N:7]=[C:8]([NH2:11])[S:9][CH:10]=1)=[O:5] |f:1.2|. Reported procedure: A mixture of 2-amino-thiazole-4-carboxylic acid ethyl ester (38 g, 221 mmol) in methanol (400 mL) was cooled in an ice bath and to it was added 25% sodium methoxide over 30 minutes. The ice bath was removed after 30 minutes. A few small particles were filtered off and to this yellow solution was added saturated aqueous ammonium chloride and it was concentrated to remove excess methanol. The mixture was adjusted to pH=9.0 with sodium bicarbonate and extracted using 1:1 ether/tetrahydrofuran (3×20...